Dataset: the Open Reaction Database (ORD), a public repository of structured organic reaction records. Task: describe an organic reaction: reactants, conditions, products, and yield Reactants: CC(C)([O-])C.[K+] (potassium t-butoxide), C(=O)(O)[O-].[Na+] (NaHCO3), C(C1=CC=CC=C1)N1CCN(CC1)C=1C2=C(NN1)C=CS2 (3-(4-benzyl-piperazin-1-yl)-1H-thieno[3,2-c]pyrazole), CI (MeI). Solvent: C1CCOC1 (THF), C1CCOC1 (THF). Run at temperature -30 celsius. The product is C(C1=CC=CC=C1)N1CCN(CC1)C=1C2=C(N(N1)C)C=CS2 (3-(4-Benzyl-piperazin-1-yl)-1-methyl-1H-thieno[3,2-c]pyrazole). Reaction SMILES: [CH2:1]([N:8]1[CH2:13][CH2:12][N:11]([C:14]2[C:15]3[S:21][CH:20]=[CH:19][C:16]=3[NH:17][N:18]=2)[CH2:10][CH2:9]1)[C:2]1[CH:7]=[CH:6][CH:5]=[CH:4][CH:3]=1.[CH3:22]C(C)([O-])C.[K+].CI.C([O-])(O)=O.[Na+]>C1COCC1>[CH2:1]([N:8]1[CH2:13][CH2:12][N:11]([C:14]2[C:15]3[S:21][CH:20]=[CH:19][C:16]=3[N:17]([CH3:22])[N:18]=2)[CH2:10][CH2:9]1)[C:2]1[CH:3]=[CH:4][CH:5]=[CH:6][CH:7]=1 |f:1.2,4.5|. Procedure: To a stirred solution of 3-(4-benzyl-piperazin-1-yl)-1H-thieno[3,2-c]pyrazole (318.0 g, 1.07 mol) in THF (2.5 L) was added a mixture of potassium t-butoxide (134.4 g, 1.2 mol) in THF (1.5 L) dropwise over a period of 1 hour while keeping the reaction temperature below 25° C. After complete addition, the mixture was cooled to −30° C. and MeI (65.4 mL, 1.05 mol) was added dropwise over a period of 30 minutes. The mixture is then slowly warmed to room temperature overnight. To the reaction mixture ... The reactants are NC1=C(C=C(C=C1Cl)C1CN(C(O1)=O)CCCCCCOCCC1=NC=CC=C1)Cl (5-(4-amino-3,5-dichlorophenyl)-3-[6-[2-(2-pyridinyl) ethoxy]hexyl]-2-oxazolidinone), Cl (hydrochloric acid). The solvent is C1CCOC1 (THF). Product: NC1=C(C=C(C=C1Cl)C(O)CNCCCCCCOCCC1=NC=CC=C1)Cl (4-Amino-3,5-dichloro-α-[[[6-[2-(2-pyridinyl)ethoxy]hexyl]amino]methyl]benzenemethanol). Isolated yield 92.8%. Reaction SMILES: [NH2:1][C:2]1[C:7]([Cl:8])=[CH:6][C:5]([CH:9]2[O:13]C(=O)[N:11]([CH2:15][CH2:16][CH2:17][CH2:18][CH2:19][CH2:20][O:21][CH2:22][CH2:23][C:24]3[CH:29]=[CH:28][CH:27]=[CH:26][N:25]=3)[CH2:10]2)=[CH:4][C:3]=1[Cl:30].Cl>C1COCC1>[NH2:1][C:2]1[C:7]([Cl:8])=[CH:6][C:5]([CH:9]([CH2:10][NH:11][CH2:15][CH2:16][CH2:17][CH2:18][CH2:19][CH2:20][O:21][CH2:22][CH2:23][C:24]2[CH:29]=[CH:28][CH:27]=[CH:26][N:25]=2)[OH:13])=[CH:4][C:3]=1[Cl:30]. Procedure details: A solution of 5-(4-amino-3,5-dichlorophenyl)-3-[6-[2-(2-pyridinyl) ethoxy]hexyl]-2-oxazolidinone (80 mg) and 2N hydrochloric acid (1 ml) in THF (5 ml) was heated at 80° for 2 h. The solvent was evaporated and the aqueous residue extracted with ethyl acetate (2×25 ml). The aqueous layer was basified with 2N sodium hydroxide solution to pH10 and extracted with ethyl acetate (3×25 ml). The combined extracts were dried and evaporated to leave a pale yellow gum (70 mg). Crystallisation from ethyl ace... Reactants: C1=CC=CC=2CC=CN3C(C21)=CC=2C=CC(=CC23)C(=O)O (5H-indolo[2,1-a][2]benzazepine-10-carboxylic acid), C(=O)(C(F)(F)F)O (TFA), ( H ), C(=O)(C(F)(F)F)O (TFA), ( H ), C1=CN(C=N1)C(=O)N2C=CN=C2 (CDI), CNC(=O)N (N-methyl urea), Solvent B. The product is C1=CC=CC=2CC=CN3C(C21)=CC=2C=CC(=CC23)C(=O)N (5H-indolo[2,1-a][2]benzazepine-10-carboxamide). Reaction SMILES: [CH:1]1[C:11]2[C:10]3=[CH:12][C:13]4[CH:14]=[CH:15][C:16]([C:19]([OH:21])=O)=[CH:17][C:18]=4[N:9]3[CH:8]=[CH:7][CH2:6][C:5]=2[CH:4]=[CH:3][CH:2]=1.C1N=C[N:24](C(N2C=NC=C2)=O)C=1.CNC(N)=O.C(O)(C(F)(F)F)=O>>[CH:1]1[C:11]2[C:10]3=[CH:12][C:13]4[CH:14]=[CH:15][C:16]([C:19]([NH2:24])=[O:21])=[CH:17][C:18]=4[N:9]3[CH:8]=[CH:7][CH2:6][C:5]=2[CH:4]=[CH:3][CH:2]=1. Procedure: (5H-indolo[2,1-a][2]benzazepine-10-carboxamide, 13-cyclohexyl-N-[(dimethylamino)sulfonyl]-6,7-dihydro-6-[[(tetrahydro-2H-pyran-4-yl)carbonyl]amino]-) was prepared from (5H-indolo[2,1-a][2]benzazepine-10-carboxylic acid, 13-cyclohexyl-6,7-dihydro-6-[[(tetrahydro-2H-pyran-4-yl)carbonyl]amino]-) using CDI as a coupling reagent in a similar manner as described before; Analytical HPLC method: Solvent A=10% MeO{tilde over (H)}90% H2Õ0.1% TFA, Solvent B=90% MeO {tilde over (H)}10% H2Õ0.1% TFA, Start % ... Reactants: O=C([O-])[O-], CC=CCCl, Cc1cc(C#N)cc(C(=O)c2[nH]c(=O)[nH]c(=O)c2C(C)C)c1, [I-], [K+], [K+], [Li+], CN(C)C=O. Yields the product CC=CCn1c(C(=O)c2cc(C)cc(C#N)c2)c(C(C)C)c(=O)[nH]c1=O. Reaction SMILES: [C:23](=[O:24])([O-:25])[O-:26].[CH2:31]([CH:32]=[CH:33][CH3:34])[Cl:35].[CH:1]([CH3:2])([CH3:3])[c:4]1[c:5]([C:12](=[O:13])[c:14]2[cH:15][c:16]([C:17]#[N:18])[cH:19][c:20]([CH3:22])[cH:21]2)[nH:6][c:7](=[O:11])[nH:8][c:9]1=[O:10].[I-:29].[K+:27].[K+:28].[Li+:30].[O:36]=[CH:37][N:38]([CH3:39])[CH3:40]>>[CH:1]([CH3:2])([CH3:3])[c:4]1[c:5]([C:12](=[O:13])[c:14]2[cH:15][c:16]([C:17]#[N:18])[cH:19][c:20]([CH3:22])[cH:21]2)[n:6]([CH2:31][CH:32]=[CH:33][CH3:34])[c:7](=[O:11])[nH:8][c:9]1=[O:10]. Reactants: CI (methyl iodide), [H-].[Na+] (NaH), BrC=1C=C(C=NC1)NC=1C=NC=NC1 (N-(5-Bromopyridin-3-yl)pyrimidin-5-amine). Solvent: CCOC(=O)C (EtOAc), C1CCOC1 (THF), C1CCOC1 (THF). Conditions: temperature 0 celsius, time 8 hour. The product is BrC=1C=C(C=NC1)N(C=1C=NC=NC1)C (N-(5-Bromopyridin-3-yl)-N-methylpyrimidin-5-amine). The yield is 143.3%. Reaction SMILES: [H-].[Na+].[Br:3][C:4]1[CH:5]=[C:6]([NH:10][C:11]2[CH:12]=[N:13][CH:14]=[N:15][CH:16]=2)[CH:7]=[N:8][CH:9]=1.[CH3:17]I>C1COCC1.CCOC(C)=O>[Br:3][C:4]1[CH:5]=[C:6]([N:10]([CH3:17])[C:11]2[CH:16]=[N:15][CH:14]=[N:13][CH:12]=2)[CH:7]=[N:8][CH:9]=1 |f:0.1|. Procedure: NaH (17 mg, 0.71 mmol, 1.1 eq) was added to a flame-dried round-bottom flask and anhydrous THF (1.2 mL) was added. The slurry was cooled to 0° C. and compound 10 (164 mg, 0.653 mmol, 1.00 eq) was added as a solution in THF (1.2 mL). After stirring at 0° C. for 30 minutes methyl iodide (44.8 μL, 0.708 mmol, 1.10 eq) was added and the reaction was allowed to warm to room temperature while stirring overnight. The reaction was diluted with EtOAc and washed with water (1×). The aqueous layer was back... The yield is 58.3%. The solvent is C1CCOC1.CO.O (THF methanol water). As a reaction SMILES: Cl.FC1C=C(C=CC=1)CN1C=C(C2C3C(=NC=C(C4C=CC(C5CCNCC5)=CC=4)C=3)N(S(C3C=CC(C)=CC=3)(=O)=O)C=2)C=N1.[F:46][C:47]1[CH:48]=[C:49]([N:85]2[CH2:90][CH2:89][N:88]([CH2:91][C@@H:92]([OH:94])[CH3:93])[CH2:87][CH2:86]2)[CH:50]=[CH:51][C:52]=1[C:53]1[CH:54]=[C:55]2[C:61]([C:62]3[CH:63]=[N:64][N:65]([CH2:67][C:68]4[CH:73]=[CH:72][CH:71]=[C:70]([F:74])[CH:69]=4)[CH:66]=3)=[CH:60][N:59](S(C3C=CC(C)=CC=3)(=O)=O)[C:56]2=[N:57][CH:58]=1.[OH-].[Li+]>C1COCC1.CO.O>[F:46][C:47]1[CH:48]=[C:49]([N:85]2[CH2:90][CH2:89][N:88]([CH2:91][C@@H:92]([OH:94])[CH3:93])[CH2:87][CH2:86]2)[CH:50]=[CH:51][C:52]=1[C:53]1[CH:54]=[C:55]2[C:61]([C:62]3[CH:63]=[N:64][N:65]([CH2:67][C:68]4[CH:73]=[CH:72][CH:71]=[C:70]([F:74])[CH:69]=4)[CH:66]=3)=[CH:60][NH:59][C:56]2=[N:57][CH:58]=1 |f:0.1,3.4,5.6.7|. Starting materials: Cl.FC=1C=C(CN2N=CC(=C2)C2=CN(C3=NC=C(C=C32)C3=CC=C(C=C3)C3CCNCC3)S(=O)(=O)C3=CC=C(C)C=C3)C=CC1 (3-(1-(3-fluorobenzyl)-1H-pyrazol-4-yl)-5-(4-(piperidin-4-yl)phenyl)-1-tosyl-1H-pyrrolo[2,3-b]pyridine hydrochloride), FC=1C=C(C=CC1C=1C=C2C(=NC1)N(C=C2C=2C=NN(C2)CC2=CC(=CC=C2)F)S(=O)(=O)C2=CC=C(C)C=C2)N2CCN(CC2)C[C@H](C)O ((S)-1-(4-(3-fluoro-4-(3-(1-(3-fluorobenzyl)-1H-pyrazol-4-yl)-1-tosyl-1H-pyrrolo[2,3-b]pyridin-5-yl)phenyl)piperazin-1-yl)propan-2-ol), [OH-].[Li+] (lithium hydroxide). The product is FC=1C=C(C=CC1C=1C=C2C(=NC1)NC=C2C=2C=NN(C2)CC2=CC(=CC=C2)F)N2CCN(CC2)C[C@H](C)O ((S)-1-(4-(3-fluoro-4-(3-(1-(3-fluorobenzyl)-1H-pyrazol-4-yl)-1H-pyrrolo[2,3-b]pyridin-5-yl)phenyl)piperazin-1-yl)propan-2-ol). Reported procedure: Using similar reaction conditions as described in step-iii of example-1, (S)-1-(4-(3-fluoro-4-(3-(1-(3-fluorobenzyl)-1H-pyrazol-4-yl)-1-tosyl-1H-pyrrolo[2,3-b]pyridin-5-yl)phenyl)piperazin-1-yl)propan-2-ol (100 mg, 0.146 mmol) was hydrolyzed with lithium hydroxide (30 mg, 0.73 mmol) in THF/methanol/water (3/2/1 mL) to yield 45 mg (58.4% yield) of desired product. 1H NMR (CD3OD, 300 MHz): δ 8.39-8.36 (m, 2H), 8.15 (s, 1H), 7.914-7.912 (d, 1H), 7.67 (s, 1H), 7.59-7.50 (t, 1H), 7.42-4.30 (m, 1H), 7... Starting materials: CCOC(=O)COc1ccc(C#N)cc1, CO, Cl, [Na+], [OH-]. Yields the product N#Cc1ccc(OCC(=O)O)cc1. RXN SMILES: [CH2:3]([CH3:4])[O:5][C:6]([CH2:7][O:8][c:9]1[cH:10][cH:11][c:12]([C:15]#[N:16])[cH:13][cH:14]1)=[O:17].[CH3:19][OH:20].[ClH:18].[Na+:2].[OH-:1]>>[O:5]=[C:6]([CH2:7][O:8][c:9]1[cH:10][cH:11][c:12]([C:15]#[N:16])[cH:13][cH:14]1)[OH:17]. The reactants are [Al+3], Cc1ccc(-c2nc(Oc3ccccc3)nc(-c3ccc(C)cc3C)n2)c(C)c1, CCCCCCC, Cc1cccc(C)c1, [Cl-], [Cl-], [Cl-], Cl, Oc1cccc(O)c1. Product: Cc1ccc(-c2nc(-c3ccc(C)cc3C)nc(-c3ccc(O)cc3O)n2)c(C)c1. As a reaction SMILES: [Al+3:39].[CH3:1][c:2]1[c:3](-[c:9]2[n:10][c:11]([O:23][c:24]3[cH:25][cH:26][cH:27][cH:28][cH:29]3)[n:12][c:13](-[c:15]3[c:16]([CH3:22])[cH:17][c:18]([CH3:21])[cH:19][cH:20]3)[n:14]2)[cH:4][cH:5][c:6]([CH3:8])[cH:7]1.[CH3:43][CH2:44][CH2:45][CH2:46][CH2:47][CH2:48][CH3:49].[CH3:50][c:51]1[cH:52][c:53]([CH3:54])[cH:55][cH:56][cH:57]1.[Cl-:38].[Cl-:40].[Cl-:41].[ClH:42].[OH:30][c:31]1[cH:32][cH:33][cH:34][c:35]([OH:36])[cH:37]1>>[CH3:1][c:2]1[c:3](-[c:9]2[n:10][c:11](-[c:34]3[cH:33][cH:32][c:31]([OH:30])[cH:37][c:35]3[OH:36])[n:12][c:13](-[c:15]3[c:16]([CH3:22])[cH:17][c:18]([CH3:21])[cH:19][cH:20]3)[n:14]2)[cH:4][cH:5][c:6]([CH3:8])[cH:7]1. Reactants: CC([O-])C.CC([O-])C.CC([O-])C.[Ti+3] (titanium-tri-isopropoxide), OCCCCCCO (6-hydroxy-1-hexanol). Procedure: 0.1 moles of titanium-tri-isopropoxide (Tyzor TPT DuPont, Wilmington, Del.) and 0.1 moles of 6-hydroxy-1-hexanol were added to a 50 ml beaker and stirred at room temperature for 1 minute to form 0.1 mole of hydroxy-hexyl-titanium-tri-isopropoxide. The reaction mixture was heated to 70 degrees C. for 10 minutes to evaporate the isopropyl alcohol formed during the reaction. Conditions: time 1 minute. Yields the product CC([O-])C.CC([O-])C.CC([O-])C.O[Ti+3]CCCCCC (hydroxy-hexyl-titanium-tri-isopropoxide). The yield is 200.0%. RXN SMILES: [CH3:1][CH:2]([CH3:4])[O-:3].[CH3:5][CH:6]([CH3:8])[O-:7].[CH3:9][CH:10]([CH3:12])[O-:11].[Ti+3:13].O[CH2:15][CH2:16][CH2:17][CH2:18][CH2:19][CH2:20]O>>[CH3:1][CH:2]([CH3:4])[O-:3].[CH3:5][CH:6]([CH3:8])[O-:7].[CH3:9][CH:10]([CH3:12])[O-:11].[OH:3][Ti+3:13][CH2:15][CH2:16][CH2:17][CH2:18][CH2:19][CH3:20] |f:0.1.2.3,5.6.7.8|.